This data is from the Open Reaction Database (ORD), a public repository of structured organic reaction records. The task is: describe an organic reaction: reactants, conditions, products, and yield The reactants are C1CCOC1, COC(=O)CCC(C(N)=O)N1Cc2c(OCc3ccc(CN4CCC(F)(F)CC4)cc3)cccc2C1=O, CC(C)(C)[O-], CCOC(C)=O, ClCCl, Cl, [K+]. Yields the product O=C1CCC(N2Cc3c(OCc4ccc(CN5CCC(F)(F)CC5)cc4)cccc3C2=O)C(=O)N1. Reaction SMILES: [CH2:48]1[O:49][CH2:50][CH2:51][CH2:52]1.[CH3:1][O:2][C:3]([CH2:4][CH2:5][CH:6]([N:7]1[C:8](=[O:33])[c:9]2[cH:10][cH:11][cH:12][c:13]([O:16][CH2:17][c:18]3[cH:19][cH:20][c:21]([CH2:24][N:25]4[CH2:26][CH2:27][C:28]([F:31])([F:32])[CH2:29][CH2:30]4)[cH:22][cH:23]3)[c:14]2[CH2:15]1)[C:34]([NH2:35])=[O:36])=[O:37].[CH3:38][C:39]([CH3:40])([O-:41])[CH3:42].[CH3:53][CH2:54][O:55][C:56]([CH3:57])=[O:58].[Cl:44][CH2:45][Cl:46].[ClH:47].[K+:43]>>[C:3]1(=[O:37])[CH2:4][CH2:5][CH:6]([N:7]2[C:8](=[O:33])[c:9]3[cH:10][cH:11][cH:12][c:13]([O:16][CH2:17][c:18]4[cH:19][cH:20][c:21]([CH2:24][N:25]5[CH2:26][CH2:27][C:28]([F:31])([F:32])[CH2:29][CH2:30]5)[cH:22][cH:23]4)[c:14]3[CH2:15]2)[C:34](=[O:36])[NH:35]1. Reactants: BrC(C(=O)OCC)C1=CC=C(C=C1)S(=O)(=O)C1CC1 (Ethyl 2-bromo-2-(4-cyclopropylsulfonylphenyl)acetate), FC1=C(N)C=CC(=C1)F (2,4-difluoroaniline). Run at temperature 150 celsius. Yields the product C1(CC1)S(=O)(=O)C1=CC=C(C=C1)C(C(=O)OCC)NC1=C(C=C(C=C1)F)F (ethyl 2-(4-cyclopropylsulfonylphenyl)-2-(2,4-difluoroanilino)acetate). As a reaction SMILES: Br[CH:2]([C:8]1[CH:13]=[CH:12][C:11]([S:14]([CH:17]2[CH2:19][CH2:18]2)(=[O:16])=[O:15])=[CH:10][CH:9]=1)[C:3]([O:5][CH2:6][CH3:7])=[O:4].[F:20][C:21]1[CH:27]=[C:26]([F:28])[CH:25]=[CH:24][C:22]=1[NH2:23]>>[CH:17]1([S:14]([C:11]2[CH:12]=[CH:13][C:8]([CH:2]([NH:23][C:22]3[CH:24]=[CH:25][C:26]([F:28])=[CH:27][C:21]=3[F:20])[C:3]([O:5][CH2:6][CH3:7])=[O:4])=[CH:9][CH:10]=2)(=[O:16])=[O:15])[CH2:19][CH2:18]1. Procedure details: Ethyl 2-bromo-2-(4-cyclopropylsulfonylphenyl)acetate (0.8 g, 2.30 mmol) [obtained as described in WO2009/047798 A2; Example A1] and 2,4-difluoroaniline (3.0 mL) mixed together and heated at 150° C. in a seal tube for 12 hrs. Reaction mixture was cooled to rt and purified by column chromatography using 20% ethyl acetate in hexane as eluent to provide ethyl 2-(4-cyclopropylsulfonylphenyl)-2-(2,4-difluoroanilino)acetate (0.65 g). The reactants are COC(=O)c1sc(C=Cc2c(-c3ccccc3)noc2C)nc1C, Cc1ccccc1, NCCO. Yields the product Cc1nc(C=Cc2c(-c3ccccc3)noc2C)sc1C(=O)NCCO. RXN SMILES: [CH3:1][O:2][C:3](=[O:4])[c:5]1[c:6]([CH3:24])[n:7][c:8]([CH:10]=[CH:11][c:12]2[c:13](-[c:18]3[cH:19][cH:20][cH:21][cH:22][cH:23]3)[n:14][o:15][c:16]2[CH3:17])[s:9]1.[CH3:29][c:30]1[cH:31][cH:32][cH:33][cH:34][cH:35]1.[NH2:25][CH2:26][CH2:27][OH:28]>>[C:3](=[O:4])([c:5]1[c:6]([CH3:24])[n:7][c:8]([CH:10]=[CH:11][c:12]2[c:13](-[c:18]3[cH:19][cH:20][cH:21][cH:22][cH:23]3)[n:14][o:15][c:16]2[CH3:17])[s:9]1)[NH:25][CH2:26][CH2:27][OH:28]. The reactants are C(CCCC)[C@@H]1CC[C@H](CC1)C1=CC=C(C=C1)CC(=O)O (p-(trans-4-pentylcyclohexyl)-phenylacetic acid), O=S(Cl)Cl (SOCl2), N1=CC=CC=C1 (pyridine), C(#N)C1=CC=C(CO)C=C1 (p-cyanobenzyl alcohol). Run in C1(=CC=CC=C1)C (toluene). Run at time 2 hour. The product is C(CCCC)[C@@H]1CC[C@H](CC1)C1=CC=C(C=C1)CC(=O)OCC1=CC=C(C=C1)C#N (p-cyanobenzyl p-(trans-4-pentylcyclohexyl)-phenylacetate). RXN SMILES: [CH2:1]([C@H:6]1[CH2:11][CH2:10][C@H:9]([C:12]2[CH:17]=[CH:16][C:15]([CH2:18][C:19]([OH:21])=[O:20])=[CH:14][CH:13]=2)[CH2:8][CH2:7]1)[CH2:2][CH2:3][CH2:4][CH3:5].O=S(Cl)Cl.N1C=CC=CC=1.[C:32]([C:34]1[CH:41]=[CH:40][C:37]([CH2:38]O)=[CH:36][CH:35]=1)#[N:33]>C1(C)C=CC=CC=1>[CH2:1]([C@H:6]1[CH2:11][CH2:10][C@H:9]([C:12]2[CH:17]=[CH:16][C:15]([CH2:18][C:19]([O:21][CH2:38][C:37]3[CH:40]=[CH:41][C:34]([C:32]#[N:33])=[CH:35][CH:36]=3)=[O:20])=[CH:14][CH:13]=2)[CH2:8][CH2:7]1)[CH2:2][CH2:3][CH2:4][CH3:5]. Procedure: 28.8 g of p-(trans-4-pentylcyclohexyl)-phenylacetic acid is boiled for 1 hour with 24 g of SOCl2 ; the mixture is evaporated; the crude acid chloride obtained is dissolved in 150 ml of toluene, 8 ml of pyridine and 13.3 g of p-cyanobenzyl alcohol are added; and the mixture is boiled for 2 hours. Cooling and working up in a customary manner give p-cyanobenzyl p-(trans-4-pentylcyclohexyl)-phenylacetate, m.p. 85°, c.p. 30°. Reactants: O=C(NC1CCNC1)C12CC3CC(CC(C3)C1)C2, Cc1ccc(S(=O)(=O)OCCc2ccccc2F)cc1. The product is O=C(NC1CCN(CCc2ccccc2F)C1)C12CC3CC(CC(C3)C1)C2. RXN SMILES: [NH:1]1[CH2:2][CH:3]([NH:6][C:7](=[O:8])[C:9]23[CH2:10][CH:11]4[CH2:12][CH:13]([CH2:14][CH:15]([CH2:16]2)[CH2:17]4)[CH2:18]3)[CH2:4][CH2:5]1.[c:19]1([CH3:20])[cH:21][cH:22][c:23]([S:24]([O:25][CH2:29][CH2:30][c:31]2[c:32]([F:37])[cH:33][cH:34][cH:35][cH:36]2)(=[O:26])=[O:27])[cH:28][cH:38]1>>[N:1]1([CH2:29][CH2:30][c:31]2[c:32]([F:37])[cH:33][cH:34][cH:35][cH:36]2)[CH2:2][CH:3]([NH:6][C:7](=[O:8])[C:9]23[CH2:10][CH:11]4[CH2:12][CH:13]([CH2:14][CH:15]([CH2:16]2)[CH2:17]4)[CH2:18]3)[CH2:4][CH2:5]1. The reactants are CN1CCC=2C1=NC(=CC2C)C (1,4,6-trimethyl-2,3-dihydro-1H-pyrrolo[2,3-b]pyridine), [Li]CCCC (n-BuLi), BrCCCCCCCCC (1-bromononane). The solvent is C1CCOC1 (THF). Run at time 16 hour. Yields the product CN1CCC=2C1=NC(=CC2C)CCCCCCCCCC (1,4-Dimethyl-6-decyl-2,3-dihydro-1H-pyrrolo[2,3-b]pyridine). RXN SMILES: [CH3:1][N:2]1[C:6]2=[N:7][C:8]([CH3:12])=[CH:9][C:10]([CH3:11])=[C:5]2[CH2:4][CH2:3]1.[Li]CCCC.Br[CH2:19][CH2:20][CH2:21][CH2:22][CH2:23][CH2:24][CH2:25][CH2:26][CH3:27]>C1COCC1>[CH3:1][N:2]1[C:6]2=[N:7][C:8]([CH2:12][CH2:19][CH2:20][CH2:21][CH2:22][CH2:23][CH2:24][CH2:25][CH2:26][CH3:27])=[CH:9][C:10]([CH3:11])=[C:5]2[CH2:4][CH2:3]1. Reported procedure: To a solution of 181 mg (1.12 mmol) of 1,4,6-trimethyl-2,3-dihydro-1H-pyrrolo[2,3-b]pyridine in 3 mL of THF was added 1.19 mL (1.90 mmol, 1.6 M in hexanes) of n-BuLi followed by 255 μL (1.34 mmol) of 1-bromononane at −78° C. The reaction mixture was slowly warmed to room temperature and stirred for another 16 h. The reaction mixture was quenched by the addition of 10 mL of sat aq NH4Cl at 0° C. The mixture was extracted with EtOAc. The combined organic layer was washed with brine, dried (MgSO4) ... Reactants: N1C=CC2=C(C=CC=C12)OC(C)=O (acetic acid 1H-indol-4-yl ester), [Cl-].C(C1=CC=CC=C1)=[N+](C)C (benzylidene-dimethyl-ammonium chloride). The product is CN(C)C(C1=CNC2=CC=CC(=C12)OC(C)=O)C1=CC=CC=C1 (Acetic Acid 3-(dimethylaminophenylmethyl)-1H-indol-4-yl Ester). Reaction SMILES: [NH:1]1[C:9]2[C:4](=[C:5]([O:10][C:11](=[O:13])[CH3:12])[CH:6]=[CH:7][CH:8]=2)[CH:3]=[CH:2]1.[Cl-].[CH:15](=[N+:22]([CH3:24])[CH3:23])[C:16]1[CH:21]=[CH:20][CH:19]=[CH:18][CH:17]=1>>[CH3:23][N:22]([CH:15]([C:16]1[CH:21]=[CH:20][CH:19]=[CH:18][CH:17]=1)[C:3]1[C:4]2[C:9](=[CH:8][CH:7]=[CH:6][C:5]=2[O:10][C:11](=[O:13])[CH3:12])[NH:1][CH:2]=1)[CH3:24] |f:1.2|. Procedure: The preparation was carried out in accordance with general synthesis instructions 4 from acetic acid 1H-indol-4-yl ester and benzylidene-dimethyl-ammonium chloride, which had been prepared in accordance with example 1.